Dataset: the Open Reaction Database (ORD), a public repository of structured organic reaction records. Task: describe an organic reaction: reactants, conditions, products, and yield Reactants: mixture, BrC=1C=CC2=C(C(C(O2)C)=O)C1 (5-bromo-2-methyl-benzofuran-3-one), C(C)OC(C=P(C1=CC=CC=C1)(C1=CC=CC=C1)C1=CC=CC=C1)=O ((triphenyl-phosphanylidene)-acetic acid ethyl ester). Solvent: solution, Cl (HCl), C(C)O (ethanol), C1(=CC=CC=C1)C (toluene). Reaction conditions: temperature 120 celsius. The product is C(C)OC(CC1=C(OC2=C1C=C(C=C2)Br)C)=O ((5-Bromo-2-methyl-benzofuran-3-yl)-acetic acid ethyl ester). Yield: 77.6%. Reaction SMILES: [Br:1][C:2]1[CH:3]=[CH:4][C:5]2[O:9][CH:8]([CH3:10])[C:7](=O)[C:6]=2[CH:12]=1.[CH2:13]([O:15][C:16](=[O:37])[CH:17]=P(C1C=CC=CC=1)(C1C=CC=CC=1)C1C=CC=CC=1)[CH3:14]>C1(C)C=CC=CC=1.Cl.C(O)C>[CH2:13]([O:15][C:16](=[O:37])[CH2:17][C:7]1[C:6]2[CH:12]=[C:2]([Br:1])[CH:3]=[CH:4][C:5]=2[O:9][C:8]=1[CH3:10])[CH3:14]. Procedure details: A mixture of 5-bromo-2-methyl-benzofuran-3-one (6.8 g, 29.9 mmol) and (triphenyl-phosphanylidene)-acetic acid ethyl ester (17.4 g, 44.9 mmol) in anhydrous toluene is heated for 40 h at 120° C. under an argon atmosphere. After cooling to room temperature the volatiles are removed by rotary evaporation. The residue is purified by flash column chromatography (silica gel, gradient of cyclohexane/EtOAc 100:0 to 90:10) to afford a mixture of two regioisomeric products. The product mixture (7.1 g, 31.3...